The task is: describe an organic reaction: reactants, conditions, products, and yield. This data is from the Open Reaction Database (ORD), a public repository of structured organic reaction records. The reactants are 1-l, COC1=CC(=C(C=C1OC)C)[N+](=O)[O-] (4,5-dimethoxy-2-nitrotoluene), COC(N(C)C)OC (N,N-dimethylformamide dimethyl acetal). Solvent: CN(C=O)C (N,N-dimethylformamide). Product: CN(\C=C\C1=C(C=C(C(=C1)OC)OC)[N+](=O)[O-])C (trans-β-dimethylamino-4,5-dimethoxy-2-nitrostyrene). Reaction SMILES: [CH3:1][O:2][C:3]1[C:8]([O:9][CH3:10])=[CH:7][C:6]([CH3:11])=[C:5]([N+:12]([O-:14])=[O:13])[CH:4]=1.CO[CH:17](OC)[N:18]([CH3:20])[CH3:19]>CN(C)C=O>[CH3:17][N:18]([CH3:20])/[CH:19]=[CH:11]/[C:6]1[CH:7]=[C:8]([O:9][CH3:10])[C:3]([O:2][CH3:1])=[CH:4][C:5]=1[N+:12]([O-:14])=[O:13]. Procedure: A 1-l. three-necked flask fitted with a thermometer and a 15-cm. Vigreux column connected to a descending condenser with a receiver and nitrogen inlet was charged with 98.6 g. of 4,5-dimethoxy-2-nitrotoluene, 500 ml. of N,N-dimethylformamide, and 120 g. of N,N-dimethylformamide dimethyl acetal. The reaction temperature was maintained at 140° for 42 hours. The volatile compounds were removed by vacuum distillation at 25°/0.1 mm. to give a solid residue of crude trans-β-dimethylamino-4,5-dimethoxy... The reactants are Cc1ccccc1, CCn1ncc2c(Cl)c(CO)cnc21, O=[Mn]=O. Product: CCn1ncc2c(Cl)c(C=O)cnc21. As a reaction SMILES: [CH3:15][c:16]1[cH:17][cH:18][cH:19][cH:20][cH:21]1.[Cl:1][c:2]1[c:3]2[c:4]([n:5][cH:6][c:7]1[CH2:8][OH:9])[n:10]([CH2:13][CH3:14])[n:11][cH:12]2.[O:22]=[Mn:23]=[O:24]>>[Cl:1][c:2]1[c:3]2[c:4]([n:5][cH:6][c:7]1[CH:8]=[O:9])[n:10]([CH2:13][CH3:14])[n:11][cH:12]2. Reactants: CC(C)(C)NS(=O)(=O)c1c(F)cccc1I, O=C(O)C(F)(F)F. Yields the product NS(=O)(=O)c1c(F)cccc1I. As a reaction SMILES: [C:1]([CH3:2])([CH3:3])([CH3:4])[NH:5][S:6](=[O:7])(=[O:8])[c:9]1[c:10]([F:16])[cH:11][cH:12][cH:13][c:14]1[I:15].[OH:17][C:18]([C:19]([F:20])([F:21])[F:22])=[O:23]>>[NH2:5][S:6](=[O:7])(=[O:8])[c:9]1[c:10]([F:16])[cH:11][cH:12][cH:13][c:14]1[I:15]. Starting materials: OC=1C2=C(N=CN1)C(=CC=N2)C(=O)N (4-hydroxypyrido[3,2-d]pyrimidine-8-carboxamide), N1(CCC1)C[C@H](C1=CC(=C(C=C1)C(F)(F)F)C(F)(F)F)N ((S)-2-Azetidin-1-yl-1-(3,4-bis-trifluoromethyl-phenyl)-ethylamine). Product: N1(CCC1)C[C@H](C1=CC(=C(C=C1)C(F)(F)F)C(F)(F)F)NC=1C2=C(N=CN1)C(=CC=N2)C(=O)N (4-[(S)-2-Azetidin-1-yl-1-(3,4-bis-trifluoromethyl-phenyl)-ethylamino]-pyrido[3,2-d]pyrimidine-8-carboxylic acid amide). Reaction SMILES: O[C:2]1[C:3]2[N:11]=[CH:10][CH:9]=[C:8]([C:12]([NH2:14])=[O:13])[C:4]=2[N:5]=[CH:6][N:7]=1.[N:15]1([CH2:19][C@@H:20]([NH2:35])[C:21]2[CH:26]=[CH:25][C:24]([C:27]([F:30])([F:29])[F:28])=[C:23]([C:31]([F:34])([F:33])[F:32])[CH:22]=2)[CH2:18][CH2:17][CH2:16]1>>[N:15]1([CH2:19][C@@H:20]([NH:35][C:2]2[C:3]3[N:11]=[CH:10][CH:9]=[C:8]([C:12]([NH2:14])=[O:13])[C:4]=3[N:5]=[CH:6][N:7]=2)[C:21]2[CH:26]=[CH:25][C:24]([C:27]([F:29])([F:30])[F:28])=[C:23]([C:31]([F:32])([F:33])[F:34])[CH:22]=2)[CH2:18][CH2:17][CH2:16]1. Procedure details: Compound 63 was prepared following general synthesis scheme 7 wherein 4-hydroxypyrido[3,2-d]pyrimidine-8-carboxamide (G) was reacted with (S)-2-Azetidin-1-yl-1-(3,4-bis-trifluoromethyl-phenyl)-ethylamine to give the title compound as a white solid. LC/MS [485 (M+H)]. Reactants: BrC=1C=C2C(=NC1)NC=C2C(C)C2=C(C(=CC=C2Cl)F)Cl (5-bromo-3-[1-(2,6-dichloro-3-fluorophenyl)ethyl]-1H-pyrrolo[2,3-b]-pyridine), COC(C(C)(N1N=CC(=C1)B1OC(C(O1)(C)C)(C)C)C)=O (2-methyl-2-[4-(4,4,5,5-tetramethyl[1,3,2]dioxaborolan-2-yl)pyrazol-1-yl]-propionic acid methyl ester). Product: COC(C(C)(C)N1N=CC(=C1)C=1C=C2C(=NC1)NC=C2C(C)C2=C(C(=CC=C2Cl)F)Cl)=O (2-(4-{3-[1-(2,6-Dichloro-3-fluorophenyl)ethyl]-1H-pyrrolo[2,3-b]pyridin-5-yl}-pyrazol-1-yl)-2-methylpropionic acid methyl ester). As a reaction SMILES: Br[C:2]1[CH:3]=[C:4]2[C:10]([CH:11]([C:13]3[C:18]([Cl:19])=[CH:17][CH:16]=[C:15]([F:20])[C:14]=3[Cl:21])[CH3:12])=[CH:9][NH:8][C:5]2=[N:6][CH:7]=1.[CH3:22][O:23][C:24](=[O:42])[C:25]([CH3:41])([N:27]1[CH:31]=[C:30](B2OC(C)(C)C(C)(C)O2)[CH:29]=[N:28]1)[CH3:26]>>[CH3:22][O:23][C:24](=[O:42])[C:25]([N:27]1[CH:31]=[C:30]([C:2]2[CH:3]=[C:4]3[C:10]([CH:11]([C:13]4[C:18]([Cl:19])=[CH:17][CH:16]=[C:15]([F:20])[C:14]=4[Cl:21])[CH3:12])=[CH:9][NH:8][C:5]3=[N:6][CH:7]=2)[CH:29]=[N:28]1)([CH3:41])[CH3:26]. Procedure: Prepared from 5-bromo-3-[1-(2,6-dichloro-3-fluorophenyl)ethyl]-1H-pyrrolo[2,3-b]-pyridine and 2-methyl-2-[4-(4,4,5,5-tetramethyl[1,3,2]dioxaborolan-2-yl)pyrazol-1-yl]-propionic acid methyl ester according to the Suzuki coupling procedure described in Example 1. Purification by flash column chromatography using 0→70% EtOAc in hexanes afforded the title compound as a light yellow solid. MS (ES+): m/z 475.06/477.04 (100/68) [MH+]. HPLC: tR=2.51 min (ZQ3, polar—5 min). Starting materials: C=C(C)CCC(OC(C)=O)C(C)CCCC1(C)OCC2(CC(=O)OCC)CCC1O2, [Na+], O=C([O-])O, O, O, Cc1ccc(S(=O)(=O)O)cc1, c1ccccc1. Yields the product CCOC(=O)CC12CCC(O1)C(C)(CCCC(C)C(CC=C(C)C)OC(C)=O)OC2. Reaction SMILES: [CH2:13]([CH3:14])[O:15][C:16]([CH2:17][C:18]12[CH2:19][O:20][C:21]([CH3:26])([CH2:27][CH2:28][CH2:29][CH:30]([CH:31]([CH2:32][CH2:33][C:34](=[CH2:35])[CH3:36])[O:37][C:38]([CH3:39])=[O:40])[CH3:41])[CH:22]([CH2:23][CH2:24]1)[O:25]2)=[O:42].[Na+:47].[O-:43][C:44]([OH:45])=[O:46].[OH2:1].[OH2:48].[c:2]1([CH3:3])[cH:4][cH:5][c:6]([S:7]([OH:8])(=[O:9])=[O:10])[cH:11][cH:12]1.[cH:49]1[cH:50][cH:51][cH:52][cH:53][cH:54]1>>[CH2:13]([CH3:14])[O:15][C:16]([CH2:17][C:18]12[CH2:19][O:20][C:21]([CH3:26])([CH2:27][CH2:28][CH2:29][CH:30]([CH:31]([CH2:32][CH:33]=[C:34]([CH3:35])[CH3:36])[O:37][C:38]([CH3:39])=[O:40])[CH3:41])[CH:22]([CH2:23][CH2:24]1)[O:25]2)=[O:42].